Dataset: the Open Reaction Database (ORD), a public repository of structured organic reaction records. Task: describe an organic reaction: reactants, conditions, products, and yield The reactants are C(C)(C)(C)OC(=O)N1[C@@H](CC(C1)=CC#N)C(=O)O ((2S,4EZ)-1-(tertbutoxycarbonyl)-4-(cyanomethylene)-2-pyrrolidinecarboxylic acid), O(C1=CC=CC=C1)C1=CC=C(C(=O)Cl)C=C1 (4-phenoxybenzoyl chloride), C=1(C(=CC=CC1)N)N (1,2-benzenediamine). Product: N1C(=NC2=C1C=CC=C2)C2CC(CN2C(C2=CC=C(C=C2)OC2=CC=CC=C2)=O)=CC#N ((2EZ)-[5-(1H-benzimidazol-2-yl)-1-(4-phenoxybenzoyl)-3-pyrrolidinylidene]ethanenitrile). As a reaction SMILES: C(O[C:6]([N:8]1[CH2:12][C:11](=[CH:13][C:14]#[N:15])[CH2:10][C@H:9]1[C:16](O)=O)=[O:7])(C)(C)C.[O:19]([C:26]1[CH:34]=[CH:33][C:29](C(Cl)=O)=[CH:28][CH:27]=1)[C:20]1[CH:25]=[CH:24][CH:23]=[CH:22][CH:21]=1.[C:35]1([NH2:42])[C:36]([NH2:41])=[CH:37][CH:38]=[CH:39][CH:40]=1>>[NH:41]1[C:36]2[CH:37]=[CH:38][CH:39]=[CH:40][C:35]=2[N:42]=[C:16]1[CH:9]1[N:8]([C:6](=[O:7])[C:29]2[CH:28]=[CH:27][C:26]([O:19][C:20]3[CH:21]=[CH:22][CH:23]=[CH:24][CH:25]=3)=[CH:34][CH:33]=2)[CH2:12][C:11](=[CH:13][C:14]#[N:15])[CH2:10]1. Procedure: Following the general method as outlined in Example 22, starting from (2S,4EZ)-1-(tertbutoxycarbonyl)-4-(cyanomethylene)-2-pyrrolidinecarboxylic acid, 4-phenoxybenzoyl chloride, and 1,2-benzenediamine the title compound was obtained in 90% purity by LC/MS. MS(ESI+): m/z=421.2.